The task is: describe an organic reaction: reactants, conditions, products, and yield. This data is from the Open Reaction Database (ORD), a public repository of structured organic reaction records. The reactants are C1(=CC=CC=C1)[C@H]1[C@@H](C1)N=C=O (trans-2-phenylcyclopropyl isocyanate), NCCCCN1C=NC=2C(=NC(=C(C21)C)C)N (1-(4-aminobutyl)-6,7-dimethyl-1H-imidazo[4,5-c]pyridin-4-amine). Product: NC1=NC(=C(C2=C1N=CN2CCCCNC(=O)N[C@H]2[C@@H](C2)C2=CC=CC=C2)C)C (N-[4-(4-amino-6,7-dimethyl-1H-imidazo[4,5-c]pyridin-1-yl)butyl]-N′-[(1R*,2S*)-2-phenylcyclopropyl]urea). Reaction SMILES: [C:1]1([C@@H:7]2[CH2:9][C@H:8]2[N:10]=[C:11]=[O:12])[CH:6]=[CH:5][CH:4]=[CH:3][CH:2]=1.[NH2:13][CH2:14][CH2:15][CH2:16][CH2:17][N:18]1[C:26]2[C:25]([CH3:27])=[C:24]([CH3:28])[N:23]=[C:22]([NH2:29])[C:21]=2[N:20]=[CH:19]1>>[NH2:29][C:22]1[C:21]2[N:20]=[CH:19][N:18]([CH2:17][CH2:16][CH2:15][CH2:14][NH:13][C:11]([NH:10][C@@H:8]3[CH2:9][C@H:7]3[C:1]3[CH:6]=[CH:5][CH:4]=[CH:3][CH:2]=3)=[O:12])[C:26]=2[C:25]([CH3:27])=[C:24]([CH3:28])[N:23]=1. Procedure details: Using the method of Examples 16-26, trans-2-phenylcyclopropyl isocyanate was reacted with 1-(4-aminobutyl)-6,7-dimethyl-1H-imidazo[4,5-c]pyridin-4-amine to provide the desired compound. The observed accurate mass was 393.2425. The reactants are C(C)(C)(C)NC(=O)C(CC1=CC=C(C=C1)C#CC1=CC=CC=C1)NC(=O)C(CC(C)C)NC(=O)N1CCCCCC1 (Azepane-1-carboxylic acid {1-[1-tert-butylcarbamoyl-2-(4-phenylethynyl-phenyl)-ethylcarbamoyl]-3-methyl-butyl}-amide). Reagents/catalysts: [Pd] (Pd/C). Run in C1CCOC1.CO (THF methanol). Run at time 20.5 hour. Yields the product C(C)(C)(C)NC(=O)C(CC1=CC=C(C=C1)CCC1=CC=CC=C1)NC(=O)C(CC(C)C)NC(=O)N1CCCCCC1 (Azepane-1-carboxylic acid {1-[1-tert-butylcarbamoyl-2-(4-phenethyl-phenyl)-ethylcarbamoyl]-3-methyl-butyl}-amide). Isolated yield 64.6%. Reaction SMILES: [C:1]([NH:5][C:6]([CH:8]([NH:24][C:25]([CH:27]([NH:32][C:33]([N:35]1[CH2:41][CH2:40][CH2:39][CH2:38][CH2:37][CH2:36]1)=[O:34])[CH2:28][CH:29]([CH3:31])[CH3:30])=[O:26])[CH2:9][C:10]1[CH:15]=[CH:14][C:13]([C:16]#[C:17][C:18]2[CH:23]=[CH:22][CH:21]=[CH:20][CH:19]=2)=[CH:12][CH:11]=1)=[O:7])([CH3:4])([CH3:3])[CH3:2]>C1COCC1.CO.[Pd]>[C:1]([NH:5][C:6]([CH:8]([NH:24][C:25]([CH:27]([NH:32][C:33]([N:35]1[CH2:36][CH2:37][CH2:38][CH2:39][CH2:40][CH2:41]1)=[O:34])[CH2:28][CH:29]([CH3:31])[CH3:30])=[O:26])[CH2:9][C:10]1[CH:11]=[CH:12][C:13]([CH2:16][CH2:17][C:18]2[CH:23]=[CH:22][CH:21]=[CH:20][CH:19]=2)=[CH:14][CH:15]=1)=[O:7])([CH3:3])([CH3:4])[CH3:2] |f:1.2|. Procedure: To a solution of the product from Example 134 (0.187 g, 0.33 mmol) in 16 mL of 1:1 THF/methanol mixture was added 20% Pd/C (0.1 g). The resulting solution was hydrogenated for 20.5 hours at 20 psi. The crude mixture was evaporated to dryness and was purified by chromatography (silica gel, 30% ethyl acetate/hexane). It was further purified by crystallizing from petroleum ether and toluene to give the title compound (0.12 g, 65%) as a white solid, mp 155-156° C. Anal. Calc'd for C34H50N4O3: C, 72.... Reactants: OCC(CC(C)C)NC(=O)C=1C(NC2=CC=C(C=C2C1C1=CC=CC=C1)Cl)=O (6-chloro-2-oxo-4-phenyl-1,2-dihydro-quinoline-3-carboxylic acid (1-hydroxymethyl-3-methylbutyl)amide), S(=O)(Cl)Cl (thionyl chloride). The solvent is C(Cl)Cl (DCM). Run at time 0.5 hour. Product: ClC=1C=C2C(=C(C(NC2=CC1)=O)C=1OCC(N1)CC(C)C)C1=CC=CC=C1 (6-chloro-3-(4-isobutyl-4,5-dihydro-oxazol-2-yl)-4-phenyl-1H-quinolin-2-one). The yield is 87.5%. Reaction SMILES: O[CH2:2][CH:3]([NH:8][C:9]([C:11]1[C:12](=[O:28])[NH:13][C:14]2[C:19]([C:20]=1[C:21]1[CH:26]=[CH:25][CH:24]=[CH:23][CH:22]=1)=[CH:18][C:17]([Cl:27])=[CH:16][CH:15]=2)=[O:10])[CH2:4][CH:5]([CH3:7])[CH3:6].S(Cl)(Cl)=O>C(Cl)Cl>[Cl:27][C:17]1[CH:18]=[C:19]2[C:14](=[CH:15][CH:16]=1)[NH:13][C:12](=[O:28])[C:11]([C:9]1[O:10][CH2:2][CH:3]([CH2:4][CH:5]([CH3:7])[CH3:6])[N:8]=1)=[C:20]2[C:21]1[CH:26]=[CH:25][CH:24]=[CH:23][CH:22]=1. Procedure details: To a mixture of 6-chloro-2-oxo-4-phenyl-1,2-dihydro-quinoline-3-carboxylic acid (1-hydroxymethyl-3-methylbutyl)amide (b) (30.0 mg, 0.075 mmol) in DCM (8.0 mL) was added thionyl chloride (31.0 gL, 0.40 mmol) at rt. The reaction was stirred for 0.5 h at rt, cooled to 0° C., quenched with a cold solution of NaOH (1 N), and extracted with DCM (3×10 mL). The solvent was then removed in vacuo to provide 6-chloro-3-(4-isobutyl-4,5-dihydro-oxazol-2-yl)-4-phenyl-1H-quinolin-2-one (c) (25 mg, 87%). 1H NMR... Starting materials: Cl, [Na+], O, COC(CO)(COCc1ccc(C=C2C(=O)C3CCC2(C)C3(C)C)cc1)OC, O=C([O-])O. Yields the product CC12CCC(C(=O)C1=Cc1ccc(COCC(=O)CO)cc1)C2(C)C. RXN SMILES: [ClH:34].[Na+:29].[OH2:35].[OH:1][CH2:2][C:3]([CH2:4][O:5][CH2:6][c:7]1[cH:8][cH:9][c:10]([CH:11]=[C:12]2[C:13](=[O:22])[CH:14]3[CH2:15][CH2:16][C:17]2([CH3:21])[C:18]3([CH3:19])[CH3:20])[cH:23][cH:24]1)([O:25][CH3:28])[O:26][CH3:27].[OH:30][C:31](=[O:32])[O-:33]>>[OH:1][CH2:2][C:3]([CH2:4][O:5][CH2:6][c:7]1[cH:8][cH:9][c:10]([CH:11]=[C:12]2[C:13](=[O:22])[CH:14]3[CH2:15][CH2:16][C:17]2([CH3:21])[C:18]3([CH3:19])[CH3:20])[cH:23][cH:24]1)=[O:25]. The reactants are ClC1=CC=C(CNC(=O)C=2C(=C3C(=NC2)SC(=C3)CN3CCOCC3)O)C=C1 (N-(4-Chlorobenzyl)-4-hydroxy-2-(4-morpholinylmethyl)thieno[2,3-b]pyridine-5-carboxamide), O (water), C([O-])([O-])=O.[K+].[K+] (potassium carbonate), C(C1CCCO1)Br (tetrahydrofurfurylbromide). The solvent is CN(C)C=O (DMF). Conditions: temperature 60 celsius, time 18 hour. Product: ClC1=CC=C(CNC(=O)C=2C(C3=C(N(C2)CC2OCCC2)SC(=C3)CN3CCOCC3)=O)C=C1 (N-(4-Chlorobenzyl)-2-(4-morpholinylmethyl)-4-oxo-7-(tetrahydro-2-furanylmethyl)-4,7-dihydrothieno[2,3-b]pyridine-5-carboxamide). Yield: 3.0%. RXN SMILES: [Cl:1][C:2]1[CH:28]=[CH:27][C:5]([CH2:6][NH:7][C:8]([C:10]2[C:11]([OH:26])=[C:12]3[CH:18]=[C:17]([CH2:19][N:20]4[CH2:25][CH2:24][O:23][CH2:22][CH2:21]4)[S:16][C:13]3=[N:14][CH:15]=2)=[O:9])=[CH:4][CH:3]=1.C(=O)([O-])[O-].[K+].[K+].[CH2:35](Br)[CH:36]1[O:40][CH2:39][CH2:38][CH2:37]1.O>CN(C=O)C>[Cl:1][C:2]1[CH:28]=[CH:27][C:5]([CH2:6][NH:7][C:8]([C:10]2[C:11](=[O:26])[C:12]3[CH:18]=[C:17]([CH2:19][N:20]4[CH2:21][CH2:22][O:23][CH2:24][CH2:25]4)[S:16][C:13]=3[N:14]([CH2:35][CH:36]3[CH2:37][CH2:38][CH2:39][O:40]3)[CH:15]=2)=[O:9])=[CH:4][CH:3]=1 |f:1.2.3|. Reported procedure: N-(4-Chlorobenzyl)-4-hydroxy-2-(4-morpholinylmethyl)thieno[2,3-b]pyridine-5-carboxamide (418 mg) from Example No. 41 and potassium carbonate (152 mg) are suspended in DMF (10 mL) and to the mixture is added tetrahydrofurfurylbromide (125 μL). The reaction mixture is heated to 60° C. for 4 h and then allowed to stand at room temperature for 18 h. The reaction mixture is poured into water (25 mL) and extracted with EtOAc (3×25 mL). The organic layer is dried (Na2SO4) and concentrated. The resultin... The reactants are CS(C)=O, O=N[O-], Nc1ncc(Cl)cc1Br, [Na+], O. Product: O=c1[nH]cc(Cl)cc1Br. As a reaction SMILES: [CH3:14][S:15]([CH3:16])=[O:17].[N:10](=[O:11])[O-:12].[NH2:1][c:2]1[n:3][cH:4][c:5]([Cl:9])[cH:6][c:7]1[Br:8].[Na+:13].[OH2:18]>>[c:2]1(=[O:11])[nH:3][cH:4][c:5]([Cl:9])[cH:6][c:7]1[Br:8]. Starting materials: NC=1N(C(SC1C(=O)OCC)=S)C (Ethyl 4-amino-3-methylthiazoline-2-thione-5-carboxylate), resultant mixture, Cl.C(C)(=N)N (Acetamidine hydrochloride), solution, C[O-].[Na+] (sodium methoxide). The solvent is CO (methanol), C(C)O (ethanol). The product is CN1C(SC2=C1N=C(NC2=O)C)=S (3,5-dimethyl-6H-thiazolo[4,5-d]pyrimidin-7-one-2-thione). The yield is 73.3%. RXN SMILES: [NH2:1][C:2]1[N:3]([CH3:13])[C:4](=[S:12])[S:5][C:6]=1[C:7]([O:9]CC)=O.Cl.[C:15](N)(=[NH:17])[CH3:16].C[O-].[Na+]>C(O)C.CO>[CH3:13][N:3]1[C:2]2[N:1]=[C:15]([CH3:16])[NH:17][C:7](=[O:9])[C:6]=2[S:5][C:4]1=[S:12] |f:1.2,3.4|. Procedure: Ethyl 4-amino-3-methylthiazoline-2-thione-5-carboxylate (1.4 g, 6.4 mmoles), prepared according to the procedure of Gewald, J. Prakt. Chem., 32, 26-30 (1966), was suspended in approximately 40 ml of ethanol. Acetamidine hydrochloride (0.6 g, 6.4 mmole) and 2.77 g (12.8 mmole) of a 25% solution of sodium methoxide in methanol were added to the suspension and the resultant mixture refluxed for approximately 20 hours. The ethanol was removed in vacuo and the residue was suspended in water and neutr...